Dataset: the Open Reaction Database (ORD), a public repository of structured organic reaction records. Task: describe an organic reaction: reactants, conditions, products, and yield The reactants are [Cl-].[NH4+] (ammonium chloride), CC(C)([O-])C.[K+] (potassium t-butoxide), C[C@@H]1CC(C=C2CC[C@H]3[C@@H]4CCC([C@@]4(C)CC[C@@H]3[C@@]12C)=O)=O (1β-methyl-4-androstene-3,17-dione). The solvent is CS(=O)C (dimethylsulfoxide), CS(=O)C (dimethylsulfoxide). Yields the product C[C@@H]1CC(CC2=CC[C@H]3[C@@H]4CCC([C@@]4(C)CC[C@@H]3[C@@]12C)=O)=O (1β-methyl-5-androstene-3,17-dione). RXN SMILES: CC(C)([O-])C.[K+].[CH3:7][C@H:8]1[C@@:25]2([CH3:26])[C:12]([CH2:13][CH2:14][C@@H:15]3[C@@H:24]2[CH2:23][CH2:22][C@@:20]2([CH3:21])[C@H:16]3[CH2:17][CH2:18][C:19]2=[O:27])=[CH:11][C:10](=[O:28])[CH2:9]1.[Cl-].[NH4+]>CS(C)=O>[CH3:7][C@H:8]1[C@@:25]2([CH3:26])[C:12](=[CH:13][CH2:14][C@@H:15]3[C@@H:24]2[CH2:23][CH2:22][C@@:20]2([CH3:21])[C@H:16]3[CH2:17][CH2:18][C:19]2=[O:27])[CH2:11][C:10](=[O:28])[CH2:9]1 |f:0.1,3.4|. Reported procedure: To a solution of potassium t-butoxide in dimethylsulfoxide at 25° C. under nitrogen is added 1β-methyl-4-androstene-3,17-dione in dimethylsulfoxide with stirring. After 15 minutes the mixture is poured onto cold aqueous ammonium chloride. The solid is rapidly filtered, washed well with water and dissolved in ether. The ether is washed with water, dried over sodium sulfate and removed at room temperature to yield 1β-methyl-5-androstene-3,17-dione. Reactants: C1(CCCCC1)OO (cyclohexyl hydroperoxide), C1=CCCCC1 (cyclohexene), b4. The solvent is C1CCCCC1 (cyclohexane), C1CCCCC1 (cyclohexane). Yields the product C12C(CCCC1)O2 (cyclohexene oxide), C1(CCCCC1)O (cyclohexanol), C1(CCCCC1)=O (cyclohexanone), C1=CCCCC1 (cyclohexene). Reaction SMILES: [CH:1]1([O:7]O)[CH2:6][CH2:5][CH2:4][CH2:3][CH2:2]1.[CH:9]1[CH2:14][CH2:13][CH2:12][CH2:11][CH:10]=1>C1CCCCC1>[CH:1]12[O:7][CH:2]1[CH2:3][CH2:4][CH2:5][CH2:6]2.[CH:1]1([OH:7])[CH2:6][CH2:5][CH2:4][CH2:3][CH2:2]1.[C:1]1(=[O:7])[CH2:6][CH2:5][CH2:4][CH2:3][CH2:2]1.[CH:9]1[CH2:14][CH2:13][CH2:12][CH2:11][CH:10]=1. Reported procedure: reaction of the mixture obtained as fraction b4) and containing cyclohexyl hydroperoxide with cyclohexene in a mixture with cyclohexane at elevated temperature in the presence of transition-metal compounds from group 4 to 6 of the periodic table, to give an epoxidation mixture which essentially comprises cyclohexene oxide, cyclohexanol, cyclohexanone, cyclohexene, cyclohexane and catalyst and is separated by distillation in step b) together with the mixture from a). The reactants are O (water), N1=C(N=CC=C1)C(C(=O)OCC)C(=O)OCC (diethyl 2-(pyrimidin-2-yl)malonate), [Cl-].[Na+] (sodium chloride), O (water). The solvent is CS(=O)C (DMSO). Product: N1=C(N=CC=C1)CC(=O)OCC (Ethyl (pyrimidin-2-yl)acetate). The yield is 62.2%. As a reaction SMILES: [N:1]1[CH:6]=[CH:5][CH:4]=[N:3][C:2]=1[CH:7](C(OCC)=O)[C:8]([O:10][CH2:11][CH3:12])=[O:9].[Cl-].[Na+].O>CS(C)=O>[N:1]1[CH:6]=[CH:5][CH:4]=[N:3][C:2]=1[CH2:7][C:8]([O:10][CH2:11][CH3:12])=[O:9] |f:1.2|. Procedure: A solution of diethyl 2-(pyrimidin-2-yl)malonate (1.0 g, 4.2 mmol) and sodium chloride (491 mg, 8.4 mmol) in DMSO (6 ml) and water (151 μl, 8.4 mmol) was heated at 180° C. for 20 min. The mixture was cooled to room temperature, water (12 ml) was added, and the solution extracted with EtOAc (2×20 ml). The combined organic layers were dried (MgSO4) and evaporated. The residue was chromatographed on silica, eluting with hexane:EtOAc (2:1), to afford the ester (434 mg, 62%) as a pale yellow oil. 1H ... Starting materials: CNC1CCN2c3ccccc3Cc3ccccc3C2C1, CC(C)=O, CO. Product: NC1CCN2c3ccccc3Cc3ccccc3C2C1. Reaction SMILES: [CH3:1][NH:2][CH:3]1[CH2:4][CH:5]2[N:6]([c:7]3[c:8]([cH:16][cH:17][cH:18][cH:19]3)[CH2:9][c:10]3[c:11]2[cH:12][cH:13][cH:14][cH:15]3)[CH2:20][CH2:21]1.[CH3:22][C:23]([CH3:24])=[O:25].[CH3:26][OH:27]>>[NH2:2][CH:3]1[CH2:4][CH:5]2[N:6]([c:7]3[c:8]([cH:16][cH:17][cH:18][cH:19]3)[CH2:9][c:10]3[c:11]2[cH:12][cH:13][cH:14][cH:15]3)[CH2:20][CH2:21]1. Starting materials: CNC (Dimethylamine), solution, ClC1=C(C=CC(=C1)SC1=CC=C(C=C1)NC(CCl)=O)NC(C(C(F)(F)F)(C)OC(C)=O)=O (2-chloro-4-[4-(2-chloroacetylamino)phenylsulphanyl}phenyl -2-acetoxy-2-methyl-3,3,3-trifluoropropanamide). The solvent is O (water), CC(=O)C (acetone). Product: ClC1=C(C=CC(=C1)SC1=CC=C(C=C1)NC(CN(C)C)=O)NC([C@@](C(F)(F)F)(C)O)=O ((R)-N-[2-Chloro-4-(4-dimethylaminoacetylaminophenylsulphanyl)phenyl]-2-hydroxy-2-methyl-3,3,3-trifluoropropanamide). As a reaction SMILES: [CH3:1][NH:2][CH3:3].[Cl:4][C:5]1[CH:10]=[C:9]([S:11][C:12]2[CH:17]=[CH:16][C:15]([NH:18][C:19](=[O:22])[CH2:20]Cl)=[CH:14][CH:13]=2)[CH:8]=[CH:7][C:6]=1[NH:23][C:24](=[O:35])[C:25]([O:31]C(=O)C)([CH3:30])[C:26]([F:29])([F:28])[F:27]>O.CC(C)=O>[Cl:4][C:5]1[CH:10]=[C:9]([S:11][C:12]2[CH:13]=[CH:14][C:15]([NH:18][C:19](=[O:22])[CH2:20][N:2]([CH3:3])[CH3:1])=[CH:16][CH:17]=2)[CH:8]=[CH:7][C:6]=1[NH:23][C:24](=[O:35])[C@:25]([OH:31])([CH3:30])[C:26]([F:28])([F:29])[F:27]. Procedure details: Dimethylamine (0.17 ml of a 40% solution in water) was added to a solution of (R)-N-{2-chloro-4-[4-(2-chloroacetylamino)phenylsulphanyl}phenyl -2-acetoxy-2-methyl-3,3,3-trifluoropropanamide (Method 19) (0.25 g) in acetone (1.5 ml). After 24 hours volatile material was removed by evaporation and the residue was dissolved in ethyl acetate, washed with water, and the organic layer was poured onto a Varian Chem Elut column. Elution with ethyl acetate gave the title compound (0.25 g) as a foam. NMR: ... The solvent is ClCCl (dichloromethane). The reagents and catalysts are CN(C1=CC=NC=C1)C (4-(dimethylamino)pyridine). Yield: 57.0%. Starting materials: resultant suspension, C1(CCCCC1)N=C=NC1CCCCC1 (N, N'-dicyclohexylcarbodiimide), NC=1C(N(C(N(C1N)C1=CC=CC=C1)=O)C)=O (5,6-diamino-3-methyl-1-phenyl-2,4 (1H, 3H) -pyrimidinedione), OC=1C(=C2CCC(OC2=C(C1C)C)(C(=O)O)C)C (6-hydroxy-2,5,7,8-tetramethylchroman-2-carboxylic acid). Reaction conditions: time 8 hour. Reaction SMILES: [NH2:1][C:2]1[C:3](=[O:17])[N:4]([CH3:16])[C:5](=[O:15])[N:6]([C:9]2[CH:14]=[CH:13][CH:12]=[CH:11][CH:10]=2)[C:7]=1[NH2:8].[OH:18][C:19]1[C:20]([CH3:35])=[C:21]2[C:26](=[C:27]([CH3:30])[C:28]=1[CH3:29])[O:25][C:24]([CH3:34])([C:31](O)=[O:32])[CH2:23][CH2:22]2.C1(N=C=NC2CCCCC2)CCCCC1>CN(C)C1C=CN=CC=1.ClCCl>[NH2:8][C:7]1[N:6]([C:9]2[CH:14]=[CH:13][CH:12]=[CH:11][CH:10]=2)[C:5](=[O:15])[N:4]([CH3:16])[C:3](=[O:17])[C:2]=1[NH:1][C:31]([C:24]1([CH3:34])[CH2:23][CH2:22][C:21]2[C:26](=[C:27]([CH3:30])[C:28]([CH3:29])=[C:19]([OH:18])[C:20]=2[CH3:35])[O:25]1)=[O:32]. The product is NC1=C(C(N(C(N1C1=CC=CC=C1)=O)C)=O)NC(=O)C1(OC2=C(C(=C(C(=C2CC1)C)O)C)C)C (6-Amino-5-(6-hydroxy-2,5,7,8-tetramethvlchroman-2-carboxamido)-3-methyl-1-phenyl-2,4 (1H. 3H)-pyrimidinedione). Procedure: A mixture of 5,6-diamino-3-methyl-1-phenyl-2,4 (1H, 3H) -pyrimidinedione (3.02 g, 13 mmol), 6-hydroxy-2,5,7,8-tetramethylchroman-2-carboxylic acid (3.58 g, 14.3 mmol) and 4-(dimethylamino)pyridine (0.32 g, 2.6 mmol) was suspended in dichloromethane (60 mL). To the resultant suspension was added dropwise a solution of N, N'-dicyclohexylcarbodiimide (2.82 g, 13.7 mmol) indichloromethane (60 mL) at room temperature. The reaction mixture was stirred overnight and then filtered. The filtrate was conc... The reactants are IC[C@H](CN1C(COC2=C1C=CC=C2)=O)C ((S)-4-(3-Iodo-2-methylpropyl]-4H-benzo[1,4]oxazin-3-one), C(CCC)C1CCNCC1 (4-butyl-piperidine). The solvent is CC#N (MeCN). Conditions: temperature 70 celsius, time 2 day. Yields the product C(CCC)C1CCN(CC1)C[C@H](CN1C(COC2=C1C=CC=C2)=O)C ((R)-4-[3-(4-Butylpiperidin-1-yl)-2-methylpropyl]-4H-benzo[1,4]oxazin-3-one). The yield is 77.9%. RXN SMILES: I[CH2:2][C@@H:3]([CH3:16])[CH2:4][N:5]1[C:10]2[CH:11]=[CH:12][CH:13]=[CH:14][C:9]=2[O:8][CH2:7][C:6]1=[O:15].[CH2:17]([CH:21]1[CH2:26][CH2:25][NH:24][CH2:23][CH2:22]1)[CH2:18][CH2:19][CH3:20]>CC#N>[CH2:17]([CH:21]1[CH2:26][CH2:25][N:24]([CH2:2][C@@H:3]([CH3:16])[CH2:4][N:5]2[C:10]3[CH:11]=[CH:12][CH:13]=[CH:14][C:9]=3[O:8][CH2:7][C:6]2=[O:15])[CH2:23][CH2:22]1)[CH2:18][CH2:19][CH3:20]. Procedure: The compound (S)-4-(3-Iodo-2-methyl-propyl]-4H-benzo[1,4]oxazin-3-one (108LM27-24) (0.063 g, 0.19 mmol) and 4-butyl-piperidine (0.053 g, 0.38 mmol) in MeCN (½ mL) were reacted according to GP10 shaking at 50° C. for 1 day and at 70° C. for 2 days. Purified by cation exchange CC and flash CC (SiO2; MeOH/DCM 1:50) to give the title compound (108LM22-20) (0.051 g, 79%). 1H NMR (CDCl3) δ 7.18-7.15 (m, 1H), 7.02-6.96 (m, 3H), 4.60 (ABq, J=15.0 Hz, J=31.3 Hz, CH2), 3.99 (dd, J=8.1 Hz, 13.8 Hz, 1H), 3.... Yields the product Cc1ccc(C(N)=O)c(O)c1. Reaction SMILES: [CH3:15][c:16]1[cH:17][c:18]([OH:19])[c:20]([C:23]([O:24][CH3:25])=[O:26])[cH:21][cH:22]1.[CH3:1][c:2]1[cH:3][c:4]([O:11][CH2:12][CH2:13][CH3:14])[c:5]([C:6](=[O:7])[NH2:8])[cH:9][cH:10]1>>[CH3:1][c:2]1[cH:3][c:4]([OH:11])[c:5]([C:6](=[O:7])[NH2:8])[cH:9][cH:10]1. Reactants: COC(=O)c1ccc(C)cc1O, CCCOc1cc(C)ccc1C(N)=O. The reactants are CC(C)([O-])C.[K+] (potassium t-butoxide), ClC=1C=CC2=C(C(=NCC(=N2)NN=C(CCC(=O)O)C(=O)O)C2=CC=CC=C2)C1 (7-chloro-2-[(1,3-biscarboxypropylidene)-hydrazino]-5-phenyl-3H-1,4-benzodiazepine), [K] (potassium), [Na][Na] (disodium), [H-].[Na+] (sodium hydride), FC1=CC=C(C=C1)[N+](=O)[O-] (p-fluoronitrobenzene). Solvent: O1CCCC1 (tetrahydrofuran). Yields the product ClC=1C=CC2=C(C(=NCC(=N2)NN=C(CCC(=O)OC2=CC=C(C=C2)[N+](=O)[O-])C(=O)OC2=CC=C(C=C2)[N+](=O)[O-])C2=CC=CC=C2)C1 (7-Chloro-2-[[1,3-bis[(p-nitrophenoxy)carbonyl]-propylidene]hydrazino]-5-phenyl-3H-1,4-benzodiazepine). As a reaction SMILES: [Cl:1][C:2]1[CH:3]=[CH:4][C:5]2[N:11]=[C:10]([NH:12][N:13]=[C:14]([C:20]([OH:22])=[O:21])[CH2:15][CH2:16][C:17]([OH:19])=[O:18])[CH2:9][N:8]=[C:7]([C:23]3[CH:28]=[CH:27][CH:26]=[CH:25][CH:24]=3)[C:6]=2[CH:29]=1.[Na][Na].[H-].[Na+].[K].C[C:36]([CH3:39])([O-])[CH3:37].[K+].F[C:42]1[CH:47]=[CH:46][C:45]([N+:48]([O-:50])=[O:49])=[CH:44][CH:43]=1>O1CCCC1>[Cl:1][C:2]1[CH:3]=[CH:4][C:5]2[N:11]=[C:10]([NH:12][N:13]=[C:14]([C:20]([O:22][C:37]3[CH:36]=[CH:39][C:45]([N+:48]([O-:50])=[O:49])=[CH:44][CH:43]=3)=[O:21])[CH2:15][CH2:16][C:17]([O:19][C:42]3[CH:47]=[CH:46][C:45]([N+:48]([O-:50])=[O:49])=[CH:44][CH:43]=3)=[O:18])[CH2:9][N:8]=[C:7]([C:23]3[CH:24]=[CH:25][CH:26]=[CH:27][CH:28]=3)[C:6]=2[CH:29]=1 |f:2.3,5.6,^1:33|. Procedure: A solution of 7-chloro-2-[(1,3-biscarboxypropylidene)-hydrazino]-5-phenyl-3H-1,4-benzodiazepine in tetrahydrofuran can be converted to the disodium salt with sodium hydride or to the potassium salt with potassium t-butoxide. To this can be added a solution of p-fluoronitrobenzene and the mixture stirred at 0°-100°. The ester can be isolated by filtering off the sodium (or potassium) fluoride and evaporating the solution or by dissolving the sodium (or potassium fluoride in cold water and extract...